Dataset: the Open Reaction Database (ORD), a public repository of structured organic reaction records. Task: describe an organic reaction: reactants, conditions, products, and yield Starting materials: COC(=O)c1ccc(OCCCS(C)(=O)=O)cc1, C1CNC(CN2CCCC2)C1. Product: CS(=O)(=O)CCCOc1ccc(C(=O)N2CCCC2CN2CCCC2)cc1. As a reaction SMILES: [CH3:1][O:2][C:3]([c:4]1[cH:5][cH:6][c:7]([O:10][CH2:11][CH2:12][CH2:13][S:14](=[O:15])(=[O:16])[CH3:17])[cH:8][cH:9]1)=[O:18].[NH:19]1[CH:20]([CH2:24][N:25]2[CH2:26][CH2:27][CH2:28][CH2:29]2)[CH2:21][CH2:22][CH2:23]1>>[C:3]([c:4]1[cH:5][cH:6][c:7]([O:10][CH2:11][CH2:12][CH2:13][S:14](=[O:15])(=[O:16])[CH3:17])[cH:8][cH:9]1)(=[O:18])[N:19]1[CH:20]([CH2:24][N:25]2[CH2:26][CH2:27][CH2:28][CH2:29]2)[CH2:21][CH2:22][CH2:23]1. Reactants: FC1=CC=C(C=C1)C=1N(C=2C(=NC(=CC2)Cl)N1)C1=NC(=NC=C1)NC1CCCC1 (2-(4-Fluorophenyl)-1-(2-cyclopentylamino-4-pyrimidinyl)-5-chloroimidazo[4,5-b]pyridine), C(=C)[Sn](CCCC)(CCCC)CCCC (vinyltributylstannane). The reagents and catalysts are Cl[Pd]([P](C1=CC=CC=C1)(C2=CC=CC=C2)C3=CC=CC=C3)([P](C4=CC=CC=C4)(C5=CC=CC=C5)C6=CC=CC=C6)Cl (PdCl2(PPh3)2). Run in C=1(C(=CC=CC1)C)C (xylene). Run at temperature 160 celsius. Product: FC1=CC=C(C=C1)C=1N(C=2C(=NC(=CC2)C=C)N1)C1=NC(=NC=C1)NC1CCCC1 (2-(4-Fluorophenyl)-1-(2-cyclopentylamino-4-pyrimidinyl)-5-vinylimidazo[4,5-b]pyridine). Isolated yield 87.4%. As a reaction SMILES: [F:1][C:2]1[CH:7]=[CH:6][C:5]([C:8]2[N:9]([C:18]3[CH:23]=[CH:22][N:21]=[C:20]([NH:24][CH:25]4[CH2:29][CH2:28][CH2:27][CH2:26]4)[N:19]=3)[C:10]3[C:11]([N:17]=2)=[N:12][C:13](Cl)=[CH:14][CH:15]=3)=[CH:4][CH:3]=1.[CH:30]([Sn](CCCC)(CCCC)CCCC)=[CH2:31]>C1(C)C(C)=CC=CC=1.Cl[Pd](Cl)([P](C1C=CC=CC=1)(C1C=CC=CC=1)C1C=CC=CC=1)[P](C1C=CC=CC=1)(C1C=CC=CC=1)C1C=CC=CC=1>[F:1][C:2]1[CH:7]=[CH:6][C:5]([C:8]2[N:9]([C:18]3[CH:23]=[CH:22][N:21]=[C:20]([NH:24][CH:25]4[CH2:29][CH2:28][CH2:27][CH2:26]4)[N:19]=3)[C:10]3[C:11]([N:17]=2)=[N:12][C:13]([CH:30]=[CH2:31])=[CH:14][CH:15]=3)=[CH:4][CH:3]=1 |^1:55,74|. Procedure details: 2-(4-Fluorophenyl)-1-(2-cyclopentylamino-4-pyrimidinyl)-5-chloroimidazo[4,5-b]pyridine (50 mg 0.12 mmol), vinyltributylstannane (4.3 ml 0.15 mmol) and PdCl2(PPh3)2 (8.6 mg 0.01 mmol) are dissolved in xylene (1 ml) and heated to 160° C. for 1 h under argon. The reaction mixture is purified over SiO2 (acetone/hexanes 15/85) to yield the title compound as colorless crystals (42 mg 86%)